This data is from the Open Reaction Database (ORD), a public repository of structured organic reaction records. The task is: describe an organic reaction: reactants, conditions, products, and yield Reactants: BrC1=CC=C(C=C1)S(=O)(=O)C1CCN(CC1)CCC1=C(C=C(C=C1)F)F (4-(4-bromophenylsulphonyl)-1-[2-(2,4-difluorophenyl)ethyl]piperidine), CN1N=C(N=N1)[Sn](CCCC)(CCCC)CCCC (2-methyl-5-(tributylstannyl)tetrazole), O.CCOC(=O)C (water EtOAc). Reagents/catalysts: C=1C=CC(=CC1)[P](C=2C=CC=CC2)(C=3C=CC=CC3)[Pd]([P](C=4C=CC=CC4)(C=5C=CC=CC5)C=6C=CC=CC6)([P](C=7C=CC=CC7)(C=8C=CC=CC8)C=9C=CC=CC9)[P](C=1C=CC=CC1)(C=1C=CC=CC1)C=1C=CC=CC1 (tetrakis(triphenylphosphine)palladium). Solvent: CN(C)C=O (DMF). Run at temperature 110 celsius. Yields the product FC1=C(C=CC(=C1)F)CCN1CCC(CC1)S(=O)(=O)C1=CC=C(C=C1)C=1N=NN(N1)C (2-(2.4-Difluorophenyl)ethyl -4-[4-(2-methyltetrazol-5-yl)-phenylsulphonyl]piperidine). The yield is 57.2%. As a reaction SMILES: Br[C:2]1[CH:7]=[CH:6][C:5]([S:8]([CH:11]2[CH2:16][CH2:15][N:14]([CH2:17][CH2:18][C:19]3[CH:24]=[CH:23][C:22]([F:25])=[CH:21][C:20]=3[F:26])[CH2:13][CH2:12]2)(=[O:10])=[O:9])=[CH:4][CH:3]=1.[CH3:27][N:28]1[N:32]=[N:31][C:30]([Sn](CCCC)(CCCC)CCCC)=[N:29]1.O.CCOC(C)=O>CN(C=O)C.C1C=CC([P]([Pd]([P](C2C=CC=CC=2)(C2C=CC=CC=2)C2C=CC=CC=2)([P](C2C=CC=CC=2)(C2C=CC=CC=2)C2C=CC=CC=2)[P](C2C=CC=CC=2)(C2C=CC=CC=2)C2C=CC=CC=2)(C2C=CC=CC=2)C2C=CC=CC=2)=CC=1>[F:26][C:20]1[CH:21]=[C:22]([F:25])[CH:23]=[CH:24][C:19]=1[CH2:18][CH2:17][N:14]1[CH2:15][CH2:16][CH:11]([S:8]([C:5]2[CH:6]=[CH:7][C:2]([C:30]3[N:31]=[N:32][N:28]([CH3:27])[N:29]=3)=[CH:3][CH:4]=2)(=[O:10])=[O:9])[CH2:12][CH2:13]1 |f:2.3,^1:61,63,82,101|. Procedure: A mixture of 4-(4-bromophenylsulphonyl)-1-[2-(2,4-difluorophenyl)ethyl]piperidine (0.38 g, 0.86 mmol), 2-methyl-5-(tributylstannyl)tetrazole (0.64 g, 1.72 mmol) and tetrakis(triphenylphosphine)palladium (100 mg, 0.02 mmol) in DMF was heated at 110° C. for 16 hours while stirring under nitrogen. The solution was poured into water/EtOAc (5/20 ml) and further extracted into EtOAc. The combined organic phase was washed with water, dried (Na2SO4) and evaporated to yield a syrup. Column chromatography... The reactants are NO.Cl (NH2OH—HCl), [OH-].[Na+] (NaOH), C1(=CC=C(C=C1)S(=O)(=O)Cl)C (p-toluenesulfonyl chloride), ClC1=CC=C2C3(C(NC2=C1)=O)C(CC(CC3C3=CC=CC=C3)=O)C3=CC(=CC=C3)Cl (rac-(1R,2S,6R)-6′-chloro-2-(3-chlorophenyl)-6-phenylspiro[cyclohexane-1,3′-[3H]indole]-2′,4(1′H)-dione). The solvent is CCO.O (EtOH water), ClCCl (dichloromethane), CCOC(=O)C (AcOEt). Conditions: temperature 90 celsius. Yields the product ClC1=CC=C2[C@@]3(C(NC2=C1)=O)[C@H](CNC(C[C@H]3C3=CC=CC=C3)=O)C3=CC(=CC=C3)Cl ((3R,4S,5S)-6′-chloro-3-(3-chlorophenyl)-1,1′,2,2′,3,5,6,7-octahydro-5-phenyl-spiro[4H-azepine-4,3′-[3H]-indole]-2′,7-dione). Yield: 12.6%. Reaction SMILES: [Cl:1][C:2]1[CH:10]=[C:9]2[C:5]([C:6]3([CH:16]([C:17]4[CH:22]=[CH:21][CH:20]=[CH:19][CH:18]=4)[CH2:15][C:14](=[O:23])[CH2:13][CH:12]3[C:24]3[CH:29]=[CH:28][CH:27]=[C:26]([Cl:30])[CH:25]=3)[C:7](=[O:11])[NH:8]2)=[CH:4][CH:3]=1.[NH2:31]O.Cl.[OH-].[Na+].C1(C)C=CC(S(Cl)(=O)=O)=CC=1>CCO.O.ClCCl.CCOC(C)=O>[Cl:1][C:2]1[CH:10]=[C:9]2[C:5]([C@@:6]3([C@H:16]([C:17]4[CH:22]=[CH:21][CH:20]=[CH:19][CH:18]=4)[CH2:15][C:14](=[O:23])[NH:31][CH2:13][C@@H:12]3[C:24]3[CH:29]=[CH:28][CH:27]=[C:26]([Cl:30])[CH:25]=3)[C:7](=[O:11])[NH:8]2)=[CH:4][CH:3]=1 |f:1.2,3.4,6.7|. Procedure: In a manner similar to the method described in example 2 (method B), rac-(1R,2S,6R)-6′-chloro-2-(3-chlorophenyl)-6-phenylspiro[cyclohexane-1,3′-[3H]indole]-2′,4(1′H)-dione (150.0 mg, 0.34 mmole) was reacted with NH2OH—HCl (119.5 mg, 1.72 mmol), NaOH (68.8 mg, 1.72 mmole) in EtOH-water (3/2, 10 mL) at refluxing for 2 hrs, followed by reacting with p-toluenesulfonyl chloride (133.1 mg, 0.70 mmol) in dichloromethane (10 mL) at room temperature for 2 hrs, and heating under microwave irradiation at 9...